This data is from the Open Reaction Database (ORD), a public repository of structured organic reaction records. The task is: describe an organic reaction: reactants, conditions, products, and yield Reaction SMILES: [CH2:1]([c:2]1[cH:3][cH:4][cH:5][cH:6][cH:7]1)[NH:8][c:9]1[n:10](-[c:18]2[cH:19][cH:20][c:21]([Cl:24])[cH:22][cH:23]2)[n:11][c:12]2[cH:13][cH:14][cH:15][cH:16][c:17]12.[CH3:25][O:26][C:27]([c:28]1[cH:29][c:30]([Cl:37])[c:31]([N:34]=[C:35]=[O:36])[cH:32][cH:33]1)=[O:38].[CH3:39][c:40]1[cH:41][cH:42][cH:43][cH:44][cH:45]1>>[CH2:1]([c:2]1[cH:3][cH:4][cH:5][cH:6][cH:7]1)[N:8]([c:9]1[n:10](-[c:18]2[cH:19][cH:20][c:21]([Cl:24])[cH:22][cH:23]2)[n:11][c:12]2[cH:13][cH:14][cH:15][cH:16][c:17]12)[C:35]([NH:34][c:31]1[c:30]([Cl:37])[cH:29][c:28]([C:27]([O:26][CH3:25])=[O:38])[cH:33][cH:32]1)=[O:36]. Reactants: Clc1ccc(-n2nc3ccccc3c2NCc2ccccc2)cc1, COC(=O)c1ccc(N=C=O)c(Cl)c1, Cc1ccccc1. Product: COC(=O)c1ccc(NC(=O)N(Cc2ccccc2)c2c3ccccc3nn2-c2ccc(Cl)cc2)c(Cl)c1. Isolated yield 60.1%. Reaction conditions: time 18 hour. The reactants are CSC=1NC(C(=CN1)C(=O)OCC)=O (Ethyl 1,6-dihydro-2-methylthio-6-oxo-5-pyrimidinecarboxylate), C(CCC)OC1=C(N)C=CC=C1 (2-butoxyaniline). Solvent: N1=CC=CC=C1 (pyridine). Procedure details: Ethyl 1,6-dihydro-2-methylthio-6-oxo-5-pyrimidinecarboxylate (21.5 g) and 2-butoxyaniline (24 g) are added to pyridine (50 ml), and the mixture is refluxed with stirring for 18 hours. The reaction mixture is concentrated to dryness. The residue is recrystallized from DMF to give ethyl 1,6-dihydro-2-(2-butoxyanilino)-6-oxo-5-pyrimidinecarboxylate (20 g). M.p. 209°-211° C. Yields the product C(CCC)OC1=C(NC=2NC(C(=CN2)C(=O)OCC)=O)C=CC=C1 (ethyl 1,6-dihydro-2-(2-butoxyanilino)-6-oxo-5-pyrimidinecarboxylate). RXN SMILES: CS[C:3]1[NH:4][C:5](=[O:14])[C:6]([C:9]([O:11][CH2:12][CH3:13])=[O:10])=[CH:7][N:8]=1.[CH2:15]([O:19][C:20]1[CH:26]=[CH:25][CH:24]=[CH:23][C:21]=1[NH2:22])[CH2:16][CH2:17][CH3:18]>N1C=CC=CC=1>[CH2:15]([O:19][C:20]1[CH:26]=[CH:25][CH:24]=[CH:23][C:21]=1[NH:22][C:3]1[NH:4][C:5](=[O:14])[C:6]([C:9]([O:11][CH2:12][CH3:13])=[O:10])=[CH:7][N:8]=1)[CH2:16][CH2:17][CH3:18]. Starting materials: C(CCC)(=O)C=1C=NC2=C(C=CC=C2C1NC1=C(C=CC=C1C)C)OCCSC (3-butyryl-4-(2,6-dimethylphenylamino)-8-(2-methylthioethoxy)quinoline), C(Cl)Cl (methylene chloride), O (Water), Cl[O-].[Na+] (sodium hypochlorite). Run at time 3 hour. Yields the product C(C)(C)OC(C)C (isopropyl ether), C(CCC)(=O)C=1C=NC2=C(C=CC=C2C1NC1=C(C=CC=C1C)C)OCCS(=O)C (3-butyryl-4-(2,6-dimethylphenylamino)-8-(2-methylsulfinylethoxy)quinoline). The yield is 58.0%. Reaction SMILES: [C:1]([C:6]1[CH:7]=[N:8][C:9]2[C:14]([C:15]=1[NH:16][C:17]1[C:22]([CH3:23])=[CH:21][CH:20]=[CH:19][C:18]=1[CH3:24])=[CH:13][CH:12]=[CH:11][C:10]=2[O:25][CH2:26][CH2:27][S:28][CH3:29])(=[O:5])[CH2:2][CH2:3][CH3:4].[OH2:30].Cl[O-].[Na+].[CH2:34](Cl)Cl>>[CH:26]([O:25][CH:10]([CH3:9])[CH3:11])([CH3:27])[CH3:34].[C:1]([C:6]1[CH:7]=[N:8][C:9]2[C:14]([C:15]=1[NH:16][C:17]1[C:18]([CH3:24])=[CH:19][CH:20]=[CH:21][C:22]=1[CH3:23])=[CH:13][CH:12]=[CH:11][C:10]=2[O:25][CH2:26][CH2:27][S:28]([CH3:29])=[O:30])(=[O:5])[CH2:2][CH2:3][CH3:4] |f:2.3|. Procedure: 3-butyryl-4-(2,6-dimethylphenylamino)-8-(2-methylthioethoxy)quinoline (0.33 g, 0.81 mmol) was dissolved in methylene chloride (4 ml). Water (2 ml) and sodium hypochlorite (5% in water) (1.7 ml) were added and the mixture was stirred for 3 h. The organic layer was dried over sodium sulfate and evaporated. Trituration with isopropyl ether gave 0.20 g (58%) of the title compound. The reactants are O=C(O)c1cc(N(CC2CC2)C2CCCCC2)ncn1, ClCCl, NC(=O)c1ccc(N)cc1. The product is NC(=O)c1ccc(NC(=O)c2cc(N(CC3CC3)C3CCCCC3)ncn2)cc1. RXN SMILES: [CH:1]1([N:7]([c:8]2[cH:9][c:10]([C:14](=[O:15])[OH:16])[n:11][cH:12][n:13]2)[CH2:17][CH:18]2[CH2:19][CH2:20]2)[CH2:2][CH2:3][CH2:4][CH2:5][CH2:6]1.[Cl:31][CH2:32][Cl:33].[NH2:21][c:22]1[cH:23][cH:24][c:25]([C:26](=[O:27])[NH2:28])[cH:29][cH:30]1>>[CH:1]1([N:7]([c:8]2[cH:9][c:10]([C:14](=[O:16])[NH:21][c:22]3[cH:23][cH:24][c:25]([C:26](=[O:27])[NH2:28])[cH:29][cH:30]3)[n:11][cH:12][n:13]2)[CH2:17][CH:18]2[CH2:19][CH2:20]2)[CH2:2][CH2:3][CH2:4][CH2:5][CH2:6]1.